From a dataset of the Open Reaction Database (ORD), a public repository of structured organic reaction records. describe an organic reaction: reactants, conditions, products, and yield The reactants are CC1=C2C(CC(C2=C(C=C1)C)=O)=O (4,7-Dimethyl indane-1,3-dione), [N+](=O)(O)[O-] (nitric acid). Run in CCOCC (ether). Yields the product CC1=C2C(C(C(C2=C(C=C1)C)=O)[N+](=O)[O-])=O (4,7-dimethyl-2-nitro-indane-1,3-dione). RXN SMILES: [CH3:1][C:2]1[CH:10]=[CH:9][C:8]([CH3:11])=[C:7]2[C:3]=1[C:4](=[O:13])[CH2:5][C:6]2=[O:12].[N+:14]([O-])([OH:16])=[O:15]>CCOCC>[CH3:11][C:8]1[CH:9]=[CH:10][C:2]([CH3:1])=[C:3]2[C:7]=1[C:6](=[O:12])[CH:5]([N+:14]([O-:16])=[O:15])[C:4]2=[O:13]. Reported procedure: 4,7-Dimethyl indane-1,3-dione (0.52 g; 0.003 mole) in dry ether (5 ml) was nitrated with fuming nitric acid (1.0 ml) as described in Example 12 to give 4,7-dimethyl-2-nitro-indane-1,3-dione, m.p. (water, hydrochloric acid) 108°-110°C, (Found: C, 60.07; H, 4.20; N, 6.29; C11H9NO4 requires: C, 60.28; H, 4.14; N, 6.39%). Reactants: COCCCBr (3-methoxypropyl bromide), CC1NS(C2=C(C1)C=CS2)(=O)=O (3,4-Dihydro-3-methyl-2H-thieno[3,2-e]-1,2-thiazine 1,1-dioxide), [H-].[Na+] (Sodium hydride), oil, ice water. Solvent: CN(C)C=O (DMF). Reaction conditions: temperature -20 celsius, time 4 hour. The product is COCCCN1S(C2=C(CC1C)C=CS2)(=O)=O (3,4-Dihydro-2-(3-methoxypropyl)-3-methyl-2H-thieno[3,2-e]-1,2-thiazine 1,1-dioxide). Yield: 82.0%. As a reaction SMILES: [CH3:1][CH:2]1[CH2:7][C:6]2[CH:8]=[CH:9][S:10][C:5]=2[S:4](=[O:12])(=[O:11])[NH:3]1.[H-].[Na+].[CH3:15][O:16][CH2:17][CH2:18][CH2:19]Br>CN(C=O)C>[CH3:15][O:16][CH2:17][CH2:18][CH2:19][N:3]1[CH:2]([CH3:1])[CH2:7][C:6]2[CH:8]=[CH:9][S:10][C:5]=2[S:4]1(=[O:12])=[O:11] |f:1.2|. Reported procedure: The product from Step B (800 mg, 3.94 mmol) was dissolved in DMF (10 mL) and the solution was cooled to -20° C. Sodium hydride (236 mg of an oil dispersion, 5.91 mmol) was added followed by 3-methoxypropyl bromide (1.8 mL, 11.82 mmol) and this mixture was warmed to 0° C. and stirred for 4 hr. The reaction mixture was poured into ice/water (50 mL) and extracted with ethyl acetate (2×100 mL). The combined extracts were washed with water (2×50 mL) and brine (2×50 mL), dried (MgSO4) and evaporated t... Reactants: NC=1C(=C(C=CC1)SCCO)[N+](=O)[O-] (2-(3-Amino-2-nitro-phenylsulfanyl)ethanol), NC1=C(C=CC=C1N)SCCO (2-(2,3-Diamino-phenysulfanyl)-ethanol), C([O-])([O-])=O.[K+].[K+] (potassium carbonate), NC=1C=C(C(=O)NC)C=CC1N (3,4-diamino-N-methyl-benzamide), ClC=1C(=C(N)C=CC1)[N+](=O)[O-] (3-Chloro-2-nitro-aniline), SCCO (2-mercaptoethanol), NC=1C(=C(C=CC1)SCCO)[N+](=O)[O-] (2-(3-Amino-2-nitrophenylsulfanyl) ethanol). Reagents/catalysts: [Pd] (Pd-C). The solvent is CN(C)C=O (DMF), CCOC(=O)C (EtOAc). Conditions: temperature 130 celsius, time 4 hour. The product is CNC(=O)C1=CC2=C(NC(=N2)C2=NNC3=CC(=CC=C23)C2=C(C=C(C=C2)O)OC)C=C1 (3-(5-methylcarbamoyl-1H-benzoimidazol-2-yl)-6-(2-methoxy-4 hydroxyphenyl)-1H-indazole). RXN SMILES: N[C:2]1[C:3]([N+:12]([O-])=O)=[C:4](SCCO)[CH:5]=[CH:6][CH:7]=1.Cl[C:16]1[C:17]([N+]([O-])=O)=[C:18]([CH:20]=[CH:21][CH:22]=1)N.SCC[OH:29].[C:30](=[O:33])([O-])[O-].[K+].[K+].[NH2:36][C:37]1C(N)=CC=C[C:38]=1SCCO.[NH2:48][C:49]1[CH:50]=[C:51]([CH:56]=[CH:57][C:58]=1[NH2:59])[C:52]([NH:54][CH3:55])=[O:53]>CN(C=O)C.CCOC(C)=O.[Pd]>[CH3:55][NH:54][C:52]([C:51]1[CH:56]=[CH:57][C:58]2[NH:59][C:38]([C:37]3[C:2]4[C:3](=[CH:4][C:5]([C:22]5[CH:21]=[CH:20][C:18]([OH:29])=[CH:17][C:16]=5[O:33][CH3:30])=[CH:6][CH:7]=4)[NH:12][N:36]=3)=[N:48][C:49]=2[CH:50]=1)=[O:53] |f:3.4.5|. Procedure: The starting material was prepared as follows: 2-(3-Amino-2-nitro-phenylsulfanyl)ethanol. 3-Chloro-2-nitro-aniline (1.12 g, 6.5 mmol), 2-mercaptoethanol (0.60 ml, 8.6 mmol), and potassium carbonate (0.99 g, 7.1 mmol) were combined in dry DMF (15 ml) and stirred at 130° C. for 4 h. The solution was allowed to cool and was concentrated in vacuo. Purification by silica gel chromatography (70% EtOAc/hexanes) gave 1.29 g (93%) of 23-amino-2-nitro phenylsulfanyl)-ethanol as a bright red solid. 1H NMR ... Starting materials: CC1Cc2cc(Br)ccc2C1=O, [C-]#N, CCO, ClC(Cl)Cl, O, c1ccc2ncccc2c1. Product: CC1Cc2cc(C#N)ccc2C1=O. RXN SMILES: [Br:1][c:2]1[cH:3][c:4]2[c:8]([cH:9][cH:10]1)[C:7](=[O:11])[CH:6]([CH3:12])[CH2:5]2.[C-:13]#[N:14].[CH2:20]([OH:21])[CH3:22].[CH:15]([Cl:16])([Cl:17])[Cl:18].[OH2:19].[cH:23]1[cH:24][c:25]2[c:26]([n:27][cH:28][cH:29][cH:30]2)[cH:31][cH:32]1>>[c:2]1([C:13]#[N:14])[cH:3][c:4]2[c:8]([cH:9][cH:10]1)[C:7](=[O:11])[CH:6]([CH3:12])[CH2:5]2. The reactants are ClC=1C=NC=C(C1NC=1NC2=C(N1)C=C(C1=C2CC(O1)(C)C)C(=O)OC)Cl (methyl 2-[(3,5-dichloropyridin-4-yl)amino]-7,7-dimethyl-7,8-dihydro-1H-furo[3,2-e]benzimidazole-5-carboxylate), FC1=C(N)C=CC(=C1F)F (2,3,4-trifluoroaniline), C[Al](C)C (trimethyl aluminium). Solvent: C1(=CC=CC=C1)C (toluene). The product is ClC=1C=NC=C(C1NC1=NC2=C(N1)C=1CC(OC1C(=C2)C(=O)NC2=C(C(=C(C=C2)F)F)F)(C)C)Cl (2-((3,5-Dichloropyridin-4-yl)amino)-7,7-dimethyl-N-(2,3,4-trifluorophenyl)-7,8-dihydro-1H-benzofuro[4,5-d]imidazole-5-carboxamide). Isolated yield 58.6%. As a reaction SMILES: [Cl:1][C:2]1[CH:3]=[N:4][CH:5]=[C:6]([Cl:27])[C:7]=1[NH:8][C:9]1[NH:10][C:11]2[C:17]3[CH2:18][C:19]([CH3:22])([CH3:21])[O:20][C:16]=3[C:15]([C:23]([O:25]C)=O)=[CH:14][C:12]=2[N:13]=1.[F:28][C:29]1[C:35]([F:36])=[C:34]([F:37])[CH:33]=[CH:32][C:30]=1[NH2:31].C[Al](C)C>C1(C)C=CC=CC=1>[Cl:1][C:2]1[CH:3]=[N:4][CH:5]=[C:6]([Cl:27])[C:7]=1[NH:8][C:9]1[NH:10][C:11]2[C:17]3[CH2:18][C:19]([CH3:21])([CH3:22])[O:20][C:16]=3[C:15]([C:23]([NH:31][C:30]3[CH:32]=[CH:33][C:34]([F:37])=[C:35]([F:36])[C:29]=3[F:28])=[O:25])=[CH:14][C:12]=2[N:13]=1. Reported procedure: The title compound was prepared following the procedure described for Example-137 by using methyl 2-[(3,5-dichloropyridin-4-yl)amino]-7,7-dimethyl-7,8-dihydro-1H-furo[3,2-e]benzimidazole-5-carboxylate (Step-1 of Intermediate-3, 0.100 g, 0.245 mmol), 2,3,4-trifluoroaniline (0.078 g, 0.530 mmol), trimethyl aluminium (2M solution in toluene) (0.5 mL), dry toluene (5.0 mL) at room temperature to afford 0.075 g of the desired product. 1HNMR (DMSO-d6): δ 1.57 (s, 6H), 3.09 (s, 2H), 7.28-7.39 (m, 2H), ... The reactants are NCC1CN(Cc2ccc(Cl)c(Cl)c2)CCO1, Cc1oc(-c2ccccc2)nc1CC(=O)O. Product: Cc1oc(-c2ccccc2)nc1CC(=O)NCC1CN(Cc2ccc(Cl)c(Cl)c2)CCO1. RXN SMILES: [Cl:1][c:2]1[cH:3][c:4]([CH2:5][N:6]2[CH2:7][CH:8]([CH2:12][NH2:13])[O:9][CH2:10][CH2:11]2)[cH:14][cH:15][c:16]1[Cl:17].[c:18]1(-[c:24]2[o:25][c:26]([CH3:33])[c:27]([CH2:29][C:30](=[O:31])[OH:32])[n:28]2)[cH:19][cH:20][cH:21][cH:22][cH:23]1>>[Cl:1][c:2]1[cH:3][c:4]([CH2:5][N:6]2[CH2:7][CH:8]([CH2:12][NH:13][C:30]([CH2:29][c:27]3[c:26]([CH3:33])[o:25][c:24](-[c:18]4[cH:19][cH:20][cH:21][cH:22][cH:23]4)[n:28]3)=[O:31])[O:9][CH2:10][CH2:11]2)[cH:14][cH:15][c:16]1[Cl:17]. Starting materials: [H-].[Na+] (sodium hydride), C(C)N(CCCN(C\C=C\CN(CCCNC(=O)OC(C)(C)C)C(=O)OC(C)(C)C)C(=O)OC(C)(C)C)C(=O)OC(C)(C)C ((E)-1-ethyl-1,5,10,14-tetra-BOC-1,5,10,14-tetraazatetradec-7-ene), C(CCC)Br (butyl bromide). Run in CN(C)C=O (DMF). Reaction conditions: time 5 minute. Yields the product C(CCC)N(CCCN(C\C=C\CN(CCCN(C(=O)OC(C)(C)C)CC)C(=O)OC(C)(C)C)C(=O)OC(C)(C)C)C(=O)OC(C)(C)C ((E)-1-Butyl-14-ethyl-1,5,10,14-tetra-BOC-1,5,10,14-tetraazatetradec-7-ene). As a reaction SMILES: [H-].[Na+].[CH2:3]([N:5]([C:40]([O:42][C:43]([CH3:46])([CH3:45])[CH3:44])=[O:41])[CH2:6][CH2:7][CH2:8][N:9]([C:33]([O:35][C:36]([CH3:39])([CH3:38])[CH3:37])=[O:34])[CH2:10]/[CH:11]=[CH:12]/[CH2:13][N:14]([C:26]([O:28][C:29]([CH3:32])([CH3:31])[CH3:30])=[O:27])[CH2:15][CH2:16][CH2:17][NH:18][C:19]([O:21][C:22]([CH3:25])([CH3:24])[CH3:23])=[O:20])[CH3:4].[CH2:47](Br)[CH2:48][CH2:49][CH3:50]>CN(C=O)C>[CH2:47]([N:18]([C:19]([O:21][C:22]([CH3:23])([CH3:25])[CH3:24])=[O:20])[CH2:17][CH2:16][CH2:15][N:14]([C:26]([O:28][C:29]([CH3:32])([CH3:31])[CH3:30])=[O:27])[CH2:13]/[CH:12]=[CH:11]/[CH2:10][N:9]([C:33]([O:35][C:36]([CH3:37])([CH3:38])[CH3:39])=[O:34])[CH2:8][CH2:7][CH2:6][N:5]([CH2:3][CH3:4])[C:40]([O:42][C:43]([CH3:44])([CH3:45])[CH3:46])=[O:41])[CH2:48][CH2:49][CH3:50] |f:0.1|. Procedure: 0.059 g (1.47 mmol) of sodium hydride dispersion (approx. 60%) is added, with stirring, to a solution of 0.46 g (0.73 retool) of (E)-1-ethyl-1,5,10,14-tetra-BOC-1,5,10,14-tetraazatetradec-7-ene (see Example 5a) in 6 ml of DMF. The mixture is stirred for 5 min. at room temperature; 0.159 ml (1.47 mmol) of butyl bromide is added, and the reaction mixture is stirred for a further 15 h at 20° C. and is then concentrated by evaporation in vacuo. Working up analogously to Example 1a) yields the title ... The reactants are O (Water), IC=1N=CN2C1SC=C2 (7-iodoimidazo[5,1-b]thiazole), N1=CC(=CC=C1)C=O (Pyridine-3-aldehyde), C[Mg]Br.C1CCOC1 (methylmagnesium bromide THF). The solvent is C1CCOC1 (THF). Reaction conditions: time 20 minute. Yields the product N1=CC(=CC=C1)C(C=1N=CN2C1SC=C2)O (7-[(pyridin-3-yl)hydroxymethyl]imidazo[5,1-b]thiazole). As a reaction SMILES: I[C:2]1[N:3]=[CH:4][N:5]2[CH:9]=[CH:8][S:7][C:6]=12.C[Mg]Br.C1COCC1.[N:18]1[CH:23]=[CH:22][CH:21]=[C:20]([CH:24]=[O:25])[CH:19]=1.O>C1COCC1>[N:18]1[CH:23]=[CH:22][CH:21]=[C:20]([CH:24]([OH:25])[C:2]2[N:3]=[CH:4][N:5]3[CH:9]=[CH:8][S:7][C:6]=23)[CH:19]=1 |f:1.2|. Procedure: A solution of 2.50 g of 7-iodoimidazo[5,1-b]thiazole in 50 ml of dry THF was cooled in ice, and 11.3 ml of a 0.93 M methylmagnesium bromide/THF solution was added to the cooled solution under an argon atmosphere. The mixture was stirred at that temperature for 20 min. Pyridine-3-aldehyde (1.04 ml) was then added thereto, and the mixture was stirred at that temperature for 40 min and then at room temperature for 4 hr. Water was added to the reaction solution, and the mixture was extracted five ti... The reactants are CCO, CCOC(=O)c1noc(C2CC2)c1C(=O)c1ccc(SC)cc1Cl, [Na+], [OH-], O. The product is CSc1ccc(C(=O)c2c(C(=O)O)noc2C2CC2)c(Cl)c1. As a reaction SMILES: [CH3:27][CH2:28][OH:29].[Cl:1][c:2]1[c:3]([C:4](=[O:5])[c:6]2[c:7]([C:14](=[O:15])[O:16][CH2:17][CH3:18])[n:8][o:9][c:10]2[CH:11]2[CH2:12][CH2:13]2)[cH:19][cH:20][c:21]([S:23][CH3:24])[cH:22]1.[Na+:26].[OH-:25].[OH2:30]>>[Cl:1][c:2]1[c:3]([C:4](=[O:5])[c:6]2[c:7]([C:14](=[O:15])[OH:16])[n:8][o:9][c:10]2[CH:11]2[CH2:12][CH2:13]2)[cH:19][cH:20][c:21]([S:23][CH3:24])[cH:22]1.